From a dataset of the Open Reaction Database (ORD), a public repository of structured organic reaction records. describe an organic reaction: reactants, conditions, products, and yield Starting materials: example 1 ( l ), C(C)(C)(C)OC(=O)N1C[C@H]([C@@H]([C@H](C1)OCC1=CC2=CC=CC=C2C(=C1)OC)C1=CC=C(C=C1)OCCCOC1=C(C=CC=C1)C#N)OC[C@@H](COCCOC)O ((3S,4R,5R)-4-[4-[3-(2-cyano-phenoxy)-propoxy]-phenyl]-3-[(2R)-2-hydroxy-3-(2-methoxy-ethoxy)-propoxy]-5-(4-methoxy-naphthalen-2-ylmethoxy)-piperidine-1-carboxylic acid tert-butyl ester), Cl (HCl). Solvent: CO (methanol). Yields the product O[C@@H](CO[C@@H]1CNC[C@@H]([C@H]1C1=CC=C(OCCCOC2=C(C#N)C=CC=C2)C=C1)OCC1=CC2=CC=CC=C2C(=C1)OC)COCCOC (2-[3-[4-[(3S,4R,5R)-3-[(2R)-2-hydroxy-3-(2-methoxy-ethoxy)-propoxy]-5-(4-methoxy-naphthalen-2-ylmethoxy)-piperidin-4-yl]-phenoxy]-propoxy]-benzonitrile). RXN SMILES: C(OC([N:8]1[CH2:13][C@H:12]([O:14][CH2:15][C:16]2[CH:25]=[C:24]([O:26][CH3:27])[C:23]3[C:18](=[CH:19][CH:20]=[CH:21][CH:22]=3)[CH:17]=2)[C@@H:11]([C:28]2[CH:33]=[CH:32][C:31]([O:34][CH2:35][CH2:36][CH2:37][O:38][C:39]3[CH:44]=[CH:43][CH:42]=[CH:41][C:40]=3[C:45]#[N:46])=[CH:30][CH:29]=2)[C@H:10]([O:47][CH2:48][C@H:49]([OH:56])[CH2:50][O:51][CH2:52][CH2:53][O:54][CH3:55])[CH2:9]1)=O)(C)(C)C.Cl>CO>[OH:56][C@H:49]([CH2:50][O:51][CH2:52][CH2:53][O:54][CH3:55])[CH2:48][O:47][C@H:10]1[C@H:11]([C:28]2[CH:29]=[CH:30][C:31]([O:34][CH2:35][CH2:36][CH2:37][O:38][C:39]3[CH:44]=[CH:43][CH:42]=[CH:41][C:40]=3[C:45]#[N:46])=[CH:32][CH:33]=2)[C@@H:12]([O:14][CH2:15][C:16]2[CH:25]=[C:24]([O:26][CH3:27])[C:23]3[C:18](=[CH:19][CH:20]=[CH:21][CH:22]=3)[CH:17]=2)[CH2:13][NH:8][CH2:9]1. Reported procedure: In analogy to the procedure described in example 1 (l) the (3S,4R,5R)-4-[4-[3-(2-cyano-phenoxy)-propoxy]-phenyl]-3-[(2R)-2-hydroxy-3-(2-methoxy-ethoxy)-propoxy]-5-(4-methoxy-naphthalen-2-ylmethoxy)-piperidine-1-carboxylic acid tert-butyl ester was deprotected with HCl in methanol to yield the 2-[3-[4-[(3S,4R,5R)-3-[(2R)-2-hydroxy-3-(2-methoxy-ethoxy)-propoxy]-5-(4-methoxy-naphthalen-2-ylmethoxy)-piperidin-4-yl]-phenoxy]-propoxy]-benzonitrile as colorless foam; MS: 671 (M+H)+. Starting materials: ClCCl, O=C(O)C(F)(F)F, CC(C)(C)OC(=O)Nc1ccccc1NC(=O)c1ccc(C=CC(=O)NCCc2cccnc2)cc1. The product is Nc1ccccc1NC(=O)c1ccc(C=CC(=O)NCCc2cccnc2)cc1. Reaction SMILES: [Cl:44][CH2:45][Cl:46].[OH:37][C:38]([C:39]([F:40])([F:41])[F:42])=[O:43].[n:1]1[cH:2][c:3]([CH2:7][CH2:8][NH:9][C:10](=[O:11])[CH:12]=[CH:13][c:14]2[cH:15][cH:16][c:17]([C:18](=[O:19])[NH:20][c:21]3[c:22]([NH:27][C:28](=[O:29])[O:30][C:31]([CH3:32])([CH3:33])[CH3:34])[cH:23][cH:24][cH:25][cH:26]3)[cH:35][cH:36]2)[cH:4][cH:5][cH:6]1>>[n:1]1[cH:2][c:3]([CH2:7][CH2:8][NH:9][C:10](=[O:11])[CH:12]=[CH:13][c:14]2[cH:15][cH:16][c:17]([C:18](=[O:19])[NH:20][c:21]3[c:22]([NH2:27])[cH:23][cH:24][cH:25][cH:26]3)[cH:35][cH:36]2)[cH:4][cH:5][cH:6]1. Starting materials: CC=1OC=CC1C=O (2-methylfuran-3-aldehyde), NC1=NNC=C1 (3-aminopyrazole), O=C(CC(=O)OCC)CCC (ethyl 3-ketohexanoate). Yields the product CC=1OC=CC1C1C=2C(NC(=C1C(=O)OCC)CCC)=NNC2 (Ethyl 4,7-dihydro-4-(2-methylfuran-3-yl)-6-propyl-2H-pyrazolo[3,4-b]pyridine-5-carboxylate). Reaction SMILES: [CH3:1][C:2]1[O:3][CH:4]=[CH:5][C:6]=1[CH:7]=O.[NH2:9][C:10]1[CH:14]=[CH:13][NH:12][N:11]=1.O=[C:16]([CH2:23][CH2:24][CH3:25])[CH2:17][C:18]([O:20][CH2:21][CH3:22])=[O:19]>>[CH3:1][C:2]1[O:3][CH:4]=[CH:5][C:6]=1[CH:7]1[C:17]([C:18]([O:20][CH2:21][CH3:22])=[O:19])=[C:16]([CH2:23][CH2:24][CH3:25])[NH:9][C:10]2=[N:11][NH:12][CH:13]=[C:14]12. Reported procedure: The title compound was prepared from 2-methylfuran-3-aldehyde, 3-aminopyrazole and ethyl 3-ketohexanoate in the same manner as in Example 25. Starting materials: [BH4-].[Na+] (sodium borohydride), S1C=CC2=C1C=CC(=C2)CC(=O)O ((1-benzothiophen-5-yl)acetic acid), S(O)(O)(=O)=O (sulfuric acid). The solvent is O1CCCC1 (tetrahydrofuran), O1CCCC1 (tetrahydrofuran). Reaction conditions: temperature 66 celsius, time 1 hour. Yields the product S1C=CC2=C1C=CC(=C2)CCO (2-(1-benzothiophen-5-yl)ethanol). Yield: 89.0%. As a reaction SMILES: [BH4-].[Na+].[S:3]1[C:7]2[CH:8]=[CH:9][C:10]([CH2:12][C:13](O)=[O:14])=[CH:11][C:6]=2[CH:5]=[CH:4]1.S(=O)(=O)(O)O>O1CCCC1>[S:3]1[C:7]2[CH:8]=[CH:9][C:10]([CH2:12][CH2:13][OH:14])=[CH:11][C:6]=2[CH:5]=[CH:4]1 |f:0.1|. Procedure: To 40 mL of tetrahydrofuran was suspended 4.72 g of sodium borohydride, to this solution were dropwise added tetrahydrofuran (60 mL) solution of 20 g of (1-benzothiophen-5-yl)acetic acid, and 6.12 g of sulfuric acid. The solution was heated to 66° C., followed by distilling off about 40 mL of the solvent under normal pressure, which was then stirred at same temperature for 1 hour. After cooling, to this reaction mixture was dropwise added 10 mL of acetone, which was then stirred for 30 minutes. ... Reactants: Cl (hydrochloric acid), Cl.[N+](=O)([O-])C=1C=C2CN3C(=NC2=CC1)NC(C3)=O (7-Nitro-1,2,3,5-tetrahydroimidazo[2,1-b]-quinazolin-2-one hydrochloride), [H][H] (hydrogen). Reagents/catalysts: [Pd] (Pd/C). The solvent is C(C)O (ethanol). The product is NC=1C=C2CN3C(=NC2=CC1)NC(C3)=O (7-Amino-1,2,3,5-tetrahydroimidazo[2,1-b]quinazolin-2-one). As a reaction SMILES: Cl.[N+:2]([C:5]1[CH:6]=[C:7]2[C:12](=[CH:13][CH:14]=1)[N:11]=[C:10]1[NH:15][C:16](=[O:18])[CH2:17][N:9]1[CH2:8]2)([O-])=O.Cl.[H][H]>C(O)C.[Pd]>[NH2:2][C:5]1[CH:6]=[C:7]2[C:12](=[CH:13][CH:14]=1)[N:11]=[C:10]1[NH:15][C:16](=[O:18])[CH2:17][N:9]1[CH2:8]2 |f:0.1|. Reported procedure: To a suspension of 9.18 g. (3.4×10-2 mole) of 7-Nitro-1,2,3,5-tetrahydroimidazo[2,1-b]-quinazolin-2-one hydrochloride in 95% ethanol (300 ml.) was added 10 ml. of concentrated hydrochloric acid and 0.45 g. of 10% Pd/C catalyst. The mixture was placed on a Paar hydrogenator, shaken until theoretical hydrogen absorbed, removed and water (150 ml.) added to effect dissolution of precipitate. The mixture was filtered under suction, the catalyst washed with 95% ethanol and the mixture evaporated to dr... Starting materials: [Al+3], CCOC(=O)c1cncc(Br)c1, C1CCOC1, Cl, [H-], [H-], [H-], [H-], [Li+], [Na+], [Na+], O=S(=O)([O-])[O-]. The product is OCc1cncc(Br)c1. As a reaction SMILES: [Al+3:14].[Br:1][c:2]1[cH:3][n:4][cH:5][c:6]([C:7](=[O:8])[O:9][CH2:10][CH3:11])[cH:12]1.[CH2:27]1[O:28][CH2:29][CH2:30][CH2:31]1.[ClH:19].[H-:13].[H-:16].[H-:17].[H-:18].[Li+:15].[Na+:20].[Na+:21].[O-:22][S:23]([O-:24])(=[O:25])=[O:26]>>[Br:1][c:2]1[cH:3][n:4][cH:5][c:6]([CH2:7][OH:8])[cH:12]1.